This data is from the Open Reaction Database (ORD), a public repository of structured organic reaction records. The task is: describe an organic reaction: reactants, conditions, products, and yield The reactants are CC1(CCC(C=2C=CC(=CC12)C#CC1=CC=C(C(=O)O)C=C1)=O)C (4-[(5,6,7,8-tetrahydro-8,8-dimethyl-5-oxonaphth-2-yl)ethynyl]benzoic acid), CC1(CCC(C=2C=CC(=CC12)C#CC1=CC=C(C(=O)O)C=C1)=O)C (4-[(5,6,7,8-tetrahydro-8,8-dimethyl-5-oxonaphth-2-yl)ethynyl]benzoic acid), CC1(CCC(C=2C=C(C=CC12)C#CC1=CC=C(C(=O)OCC)C=C1)=C(CC)CC)C (ethyl 4-[(7,8-dihydro-8,8-dimethyl-5(6H)-(3-pentylidene)naphth-3-yl)ethynyl]benzoate), CC1(CCC(C=2C=C(C=CC12)C#CC1=CC=C(C(=O)OCC)C=C1)=C(CC)CC)C (ethyl 4-[(7,8-dihydro-8,8-dimethyl-5(6H)-(3-pentylidene)naphth-3-yl)ethynyl]benzoate). The product is CC1(CCC(C=2C=C(C=CC12)C#CC1=CC=C(C(=O)O)C=C1)=C(CC)CC)C (4-[(7,8-dihydro-8,8-dimethyl-5(6H)-(3-pentylidene)naphth-3-yl)ethynyl]benzoic acid). As a reaction SMILES: CC1(C)C2C=C(C#CC3C=CC(C(O)=O)=CC=3)C=CC=2C(=O)CC1.[CH3:25][C:26]1([CH3:54])[C:35]2[CH:34]=[CH:33][C:32]([C:36]#[C:37][C:38]3[CH:48]=[CH:47][C:41]([C:42]([O:44]CC)=[O:43])=[CH:40][CH:39]=3)=[CH:31][C:30]=2[C:29](=[C:49]([CH2:52][CH3:53])[CH2:50][CH3:51])[CH2:28][CH2:27]1>>[CH3:54][C:26]1([CH3:25])[C:35]2[CH:34]=[CH:33][C:32]([C:36]#[C:37][C:38]3[CH:39]=[CH:40][C:41]([C:42]([OH:44])=[O:43])=[CH:47][CH:48]=3)=[CH:31][C:30]=2[C:29](=[C:49]([CH2:50][CH3:51])[CH2:52][CH3:53])[CH2:28][CH2:27]1. Procedure: Employing the same general procedure as for the preparation of 4-[(5,6,7,8-tetrahydro-8,8-dimethyl-5-oxonaphth-2-yl)ethynyl]benzoic acid (Compound 7), 90 mg (0.23 mmol) of ethyl 4-[(7,8-dihydro-8,8-dimethyl-5(6H)-(3-pentylidene)naphth-3-yl)ethynyl]benzoate (Compound 134) was converted to the title compound using 1 ml (1.0 mmol) of LiOH (1M aqueous solution). The reactants are Cl.ClCCN (2-Chloroethylamine hydrochloride), ClC1=C(C=C(C=C1)NC(=O)NC(C)(C)C1=CC(=CC=C1)/C(/C)=N/O)[N+](=O)[O-] ((E)-1-(4-Chloro-3-nitrophenyl)-3-(2-(3-(1-(hydroxyimino)ethyl)phenyl)propan-2-yl)urea), [H-].[Na+] (sodium hydride), oil. Solvent: CN(C)C=O (DMF), CN(C)C=O (DMF). Conditions: temperature 0 celsius, time 30 minute. The product is NCCO\N=C(/C)\C=1C=C(C=CC1)C(C)(C)NC(=O)NC1=CC(=C(C=C1)Cl)[N+](=O)[O-] ((E)-1-(2-(3-(1-((2-aminoethoxy)imino)ethyl)phenyl)propan-2-yl)-3-(4 chloro-3-nitrophenyl)urea). The yield is 45.2%. RXN SMILES: [Cl:1][C:2]1[CH:7]=[CH:6][C:5]([NH:8][C:9]([NH:11][C:12]([C:15]2[CH:20]=[CH:19][CH:18]=[C:17](/[C:21](=[N:23]/[OH:24])/[CH3:22])[CH:16]=2)([CH3:14])[CH3:13])=[O:10])=[CH:4][C:3]=1[N+:25]([O-:27])=[O:26].[H-].[Na+].Cl.Cl[CH2:32][CH2:33][NH2:34]>CN(C=O)C>[NH2:34][CH2:33][CH2:32][O:24]/[N:23]=[C:21](/[C:17]1[CH:16]=[C:15]([C:12]([NH:11][C:9]([NH:8][C:5]2[CH:6]=[CH:7][C:2]([Cl:1])=[C:3]([N+:25]([O-:27])=[O:26])[CH:4]=2)=[O:10])([CH3:14])[CH3:13])[CH:20]=[CH:19][CH:18]=1)\[CH3:22] |f:1.2,3.4|. Procedure: (E)-1-(4-Chloro-3-nitrophenyl)-3-(2-(3-(1-(hydroxyimino)ethyl)phenyl)propan-2-yl)urea (7b, 100 mg, 0.25 mmol) in 3 mL dry DMF was added drop wise at 0° C. to sodium hydride dispersion in mineral oil (15.3 mg, 0.50 mmol). The resulting mixture was stirred at 0° C. for 30 min. 2-Chloroethylamine hydrochloride (29.6 mg, 0.25 mmol) in 2 mL DMF was added and the reaction mixture was stirred at room temperature for 2 h and then the volatiles were removed under reduced pressure. The residue was dissolv... Starting materials: [OH-].[Na+] (sodium hydroxide), C(C)(C)(C)OC(=O)N1C=C(C2=CC(=CC=C12)C#N)N1C(C2=C(N3CCC[C@H]3C1)N=C(N=C2)NCC)=O ((S)-5-(1-Tert-butoxycarbonyl-5-cyanoindole-3-yl)-9-ethylamino-1,2,3,3a,4,5-hexahydro-5,8,10,10b-tetraazabenzo[e]azulen-6-one), Cl (hydrochloric acid). Solvent: C(C)O (ethanol). Reaction conditions: time 30 minute. The product is C(#N)C=1C=C2C(=CNC2=CC1)N1C(C2=C(N3CCC[C@H]3C1)N=C(N=C2)NCC)=O ((S)-5-(5-Cyanoindole-3-yl)-9-ethylamino-1,2,3,3a,4,5-hexahydro-5,8,10,10b-tetraazabenzo[e]azulen-6-one). The yield is 96.6%. RXN SMILES: C(OC([N:8]1[C:16]2[C:11](=[CH:12][C:13]([C:17]#[N:18])=[CH:14][CH:15]=2)[C:10]([N:19]2[CH2:28][C@H:27]3[N:23]([CH2:24][CH2:25][CH2:26]3)[C:22]3[N:29]=[C:30]([NH:33][CH2:34][CH3:35])[N:31]=[CH:32][C:21]=3[C:20]2=[O:36])=[CH:9]1)=O)(C)(C)C.[OH-].[Na+].Cl>C(O)C>[C:17]([C:13]1[CH:12]=[C:11]2[C:16](=[CH:15][CH:14]=1)[NH:8][CH:9]=[C:10]2[N:19]1[CH2:28][C@H:27]2[N:23]([CH2:24][CH2:25][CH2:26]2)[C:22]2[N:29]=[C:30]([NH:33][CH2:34][CH3:35])[N:31]=[CH:32][C:21]=2[C:20]1=[O:36])#[N:18] |f:1.2|. Reported procedure: (S)-5-(1-Tert-butoxycarbonyl-5-cyanoindole-3-yl)-9-ethylamino-1,2,3,3a,4,5-hexahydro-5,8,10,10b-tetraazabenzo[e]azulen-6-one (25.0 mg, 0.0513 mmol) obtained in Step 4 was dissolved in ethanol (2 mL), and the mixture was stirred at room temperature for 30 minutes after adding a 2 mol/L aqueous sodium hydroxide solution (0.256 mL, 0.513 mmol). The mixture was neutralized with 1 mol/L hydrochloric acid, and extracted with ethyl acetate. The organic layer was dried over anhydrous magnesium sulfate a... Reactants: [N+](=O)([O-])C=1C=C(C=O)C=CC1 (m-nitrobenzaldehyde), C(CC(=O)C)(=O)OCCN1CCN(CC1)C(C1=CC=C(C=C1)Cl)C1=CC=C(C=C1)Cl (2-[4-(4,4'-dichlorobenzhydryl)-1-piperazinyl]ethyl acetoacetate), N\C(=C/C(=O)OC)\C (methyl 3-aminocrotonate), C(C)(C)O (isopropyl alcohol). Yields the product CC=1NC(=C(C(C1C(=O)OCCN1CCN(CC1)C(C1=CC=C(C=C1)Cl)C1=CC=C(C=C1)Cl)C1=CC(=CC=C1)[N+](=O)[O-])C(=O)OC)C (2-[4-(4,4'-dichlorobenzhydryl)-1-piperazinyl]ethyl methyl 2,6-dimethyl-4-(3-nitrophenyl)-1,4-dihydropyridine-3,5-dicarboxylate). Isolated yield 57.8%. As a reaction SMILES: [N+:1]([C:4]1[CH:5]=[C:6]([CH:9]=[CH:10][CH:11]=1)[CH:7]=O)([O-:3])=[O:2].[C:12]([O:18][CH2:19][CH2:20][N:21]1[CH2:26][CH2:25][N:24]([CH:27]([C:35]2[CH:40]=[CH:39][C:38]([Cl:41])=[CH:37][CH:36]=2)[C:28]2[CH:33]=[CH:32][C:31]([Cl:34])=[CH:30][CH:29]=2)[CH2:23][CH2:22]1)(=[O:17])[CH2:13]C(C)=O.[NH2:42]/[C:43](/[CH3:49])=[CH:44]\[C:45]([O:47][CH3:48])=[O:46].[CH:50](O)(C)[CH3:51]>>[CH3:50][C:51]1[NH:42][C:43]([CH3:49])=[C:44]([C:45]([O:47][CH3:48])=[O:46])[CH:7]([C:6]2[CH:9]=[CH:10][CH:11]=[C:4]([N+:1]([O-:3])=[O:2])[CH:5]=2)[C:13]=1[C:12]([O:18][CH2:19][CH2:20][N:21]1[CH2:22][CH2:23][N:24]([CH:27]([C:35]2[CH:36]=[CH:37][C:38]([Cl:41])=[CH:39][CH:40]=2)[C:28]2[CH:33]=[CH:32][C:31]([Cl:34])=[CH:30][CH:29]=2)[CH2:25][CH2:26]1)=[O:17]. Procedure details: A mixture of m-nitrobenzaldehyde, 2-[4-(4,4'-dichlorobenzhydryl)-1-piperazinyl]ethyl acetoacetate and methyl 3-aminocrotonate was worked up in isopropyl alcohol in the same manner as Example 1 to give 2-[4-(4,4'-dichlorobenzhydryl)-1-piperazinyl]ethyl methyl 2,6-dimethyl-4-(3-nitrophenyl)-1,4-dihydropyridine-3,5-dicarboxylate as a light yellow powder, m.p. 83°-87° C. (sintering). Yield 57.8%. This product was further treated with ethanolic hydrogen chloride to give the dihydrochloride. Recrystal... Reactants: [Li]CCCC (nBuLi), C(C)=O (acetaldehyde), CC1(NC(CCC1)(C)C)C (2,2,6,6-Tetramethylpiperidine), C(C#C)(=O)OCC (ethyl propiolate). The solvent is C1CCOC1 (THF), C1CCOC1 (THF), CCCCCC (hexane). Conditions: temperature -10 celsius, time 70 minute. The product is OC(C=CC(=O)OCC)C (rac-Ethyl 4-hydroxypent-2-enoate). As a reaction SMILES: CC1(C)CCCC(C)(C)N1.[Li]CCCC.[C:16]([O:20][CH2:21][CH3:22])(=[O:19])[C:17]#[CH:18].[CH:23](=[O:25])[CH3:24]>C1COCC1.CCCCCC>[OH:25][CH:23]([CH3:24])[CH:18]=[CH:17][C:16]([O:20][CH2:21][CH3:22])=[O:19]. Procedure: 2,2,6,6-Tetramethylpiperidine (74.16 g, 0.525 mot) is dissolved in THF (600 ml) and cooled to −45° C. nBuLi is added (0.022 mol g−1 in hexane, 228.3 g, 0.500 mol) and is allowed to warm to −10° C. The reaction mixture is cooled to −70° C. Then ethyl propiolate (49.05 g, 0.500 mol) is added dropwise over 25 min at ≦−66° C. After additional stirring for 70 min at −72° C., acetaldehyde (23.35 g, 0.530 mol) in cold THF (30 ml) is added dropwise in 30 min at ≦−67° C. After stirring at −72° C. for 1 h...